From a dataset of the Open Reaction Database (ORD), a public repository of structured organic reaction records. describe an organic reaction: reactants, conditions, products, and yield The reactants are BrBr (bromine), ClC1=CC=C(OCC(C(C)(SC(F)(F)F)C)=O)C=C1 (1-(4-chlorophenoxy)-3-methyl-3-trifluoromethylthio-butan-2-one), O (water). Run in C(Cl)(Cl)Cl (chloroform). Conditions: temperature 40 celsius, time 20 minute. Product: BrC(C(C(C)(SC(F)(F)F)C)=O)OC1=CC=C(C=C1)Cl (1-Bromo-1-(4-chlorophenoxy)-3-methyl-3-trifluoromethylthio-butan-2-one). RXN SMILES: [Cl:1][C:2]1[CH:19]=[CH:18][C:5]([O:6][CH2:7][C:8](=[O:17])[C:9]([CH3:16])([S:11][C:12]([F:15])([F:14])[F:13])[CH3:10])=[CH:4][CH:3]=1.[Br:20]Br.O>C(Cl)(Cl)Cl>[Br:20][CH:7]([O:6][C:5]1[CH:4]=[CH:3][C:2]([Cl:1])=[CH:19][CH:18]=1)[C:8](=[O:17])[C:9]([CH3:16])([S:11][C:12]([F:13])([F:14])[F:15])[CH3:10]. Procedure: 45 g (0.15 mol) of 1-(4-chlorophenoxy)-3-methyl-3-trifluoromethylthio-butan-2-one were dissolved in 150 ml of chloroform, and 7.5 ml (0.15 mol) of bromine were added dropwise at 20° C. at such a rate that decolorization occurred continuously. After the end of the addition, the reaction mixture was further stirred at 40° C. for 20 minutes and was then introduced into water. The mixture was extracted with chloroform and concentrated at 40° C. 1-Bromo-1-(4-chlorophenoxy)-3-methyl-3-trifluoromethylt...